Dataset: the Open Reaction Database (ORD), a public repository of structured organic reaction records. Task: describe an organic reaction: reactants, conditions, products, and yield Starting materials: [Br-], C1CCOC1, C[Mg+], C#Cc1ccccc1Cl, Cl, O=Cc1nnn(Cc2cc(C(F)(F)F)cc(C(F)(F)F)c2)c1Cl, O. The product is OC(C#Cc1ccccc1Cl)c1nnn(Cc2cc(C(F)(F)F)cc(C(F)(F)F)c2)c1Cl. Reaction SMILES: [Br-:40].[CH2:35]1[O:36][CH2:37][CH2:38][CH2:39]1.[CH3:41][Mg+:42].[Cl:1][c:2]1[c:3]([C:8]#[CH:9])[cH:4][cH:5][cH:6][cH:7]1.[ClH:34].[F:10][C:11]([c:12]1[cH:13][c:14]([CH2:15][n:16]2[n:17][n:18][c:19]([CH:22]=[O:23])[c:20]2[Cl:21])[cH:24][c:25]([C:27]([F:28])([F:29])[F:30])[cH:26]1)([F:31])[F:32].[OH2:33]>>[Cl:1][c:2]1[c:3]([C:8]#[C:9][CH:22]([c:19]2[n:18][n:17][n:16]([CH2:15][c:14]3[cH:13][c:12]([C:11]([F:10])([F:31])[F:32])[cH:26][c:25]([C:27]([F:28])([F:29])[F:30])[cH:24]3)[c:20]2[Cl:21])[OH:23])[cH:4][cH:5][cH:6][cH:7]1. Starting materials: BrCC=1C=C2C=CC(N(C2=CC1)C)=O (6-bromomethyl-1-methyl-1,2-dihydroquinolin-2-one), C(C)C(C(C)=O)(CC)C1=CC(=CC=C1)O (3-ethyl-3-(3-hydroxyphenyl)pentan-2-one). Product: C(C)C(C(C)=O)(CC)C1=CC(=CC=C1)OCC=1C=C2C=CC(N(C2=CC1)C)=O (3-ethyl-3-[3-(1-methyl-2-oxo-1,2-dihydroquinolin-6-ylmethoxy)phenyl]pentan-2-one). The yield is 40.0%. Reaction SMILES: Br[CH2:2][C:3]1[CH:4]=[C:5]2[C:10](=[CH:11][CH:12]=1)[N:9]([CH3:13])[C:8](=[O:14])[CH:7]=[CH:6]2.[CH2:15]([C:17]([C:23]1[CH:28]=[CH:27][CH:26]=[C:25]([OH:29])[CH:24]=1)([CH2:21][CH3:22])[C:18](=[O:20])[CH3:19])[CH3:16]>>[CH2:15]([C:17]([C:23]1[CH:28]=[CH:27][CH:26]=[C:25]([O:29][CH2:2][C:3]2[CH:4]=[C:5]3[C:10](=[CH:11][CH:12]=2)[N:9]([CH3:13])[C:8](=[O:14])[CH:7]=[CH:6]3)[CH:24]=1)([CH2:21][CH3:22])[C:18](=[O:20])[CH3:19])[CH3:16]. Procedure details: Using an analogous procedure to that described in Example 1, 6-bromomethyl-1-methyl-1,2-dihydroquinolin-2-one was reacted with 3-ethyl-3-(3-hydroxyphenyl)pentan-2-one to give 3-ethyl-3-[3-(1-methyl-2-oxo-1,2-dihydroquinolin-6-ylmethoxy)phenyl]pentan-2-one in 40% yield as a gum. Starting materials: C(\C=C\C(=O)Cl)(=O)Cl (fumaryl chloride), [OH-].[K+] (potassium hydroxide), O (water), Cl.Cl.C(C)OC([C@@H](N)CCCCN)=O (lysine ethyl ester dihydrochloride), Cl.Cl.C(CCC)OC([C@@H](N)CCCCN)=O (lysine butyl ester dihydrochloride). Run in C(Cl)Cl (methylene chloride). Yields the product C(\C=C\C(=O)N)(=O)N.C(C)C(CCC)OC([C@@H](N)CCCCN)=O (L-lysine ethyl-butyl ester fumaramide). Reaction SMILES: [C:1](Cl)(=O)/[CH:2]=C/C(Cl)=O.Cl.Cl.C(OC(=O)[C@H]([CH2:17][CH2:18][CH2:19][CH2:20][NH2:21])N)C.Cl.Cl.[CH2:25]([O:29][C:30](=[O:38])[C@H:31]([CH2:33][CH2:34][CH2:35][CH2:36][NH2:37])[NH2:32])[CH2:26][CH2:27][CH3:28].[OH-:39].[K+].[OH2:41]>C(Cl)Cl>[C:17]([NH2:32])(=[O:41])/[CH:18]=[CH:19]/[C:20]([NH2:21])=[O:39].[CH2:1]([CH:25]([O:29][C:30](=[O:38])[C@H:31]([CH2:33][CH2:34][CH2:35][CH2:36][NH2:37])[NH2:32])[CH2:26][CH2:27][CH3:28])[CH3:2] |f:1.2.3,4.5.6,7.8,11.12|. Procedure details: 1.52 g of fumaryl chloride in 200 ml of methylene chloride are polycondensed, analogously to Example 2, with 2.47 g of lysine ethyl ester dihydrochloride and 2.75 g of lysine butyl ester dihydrochloride in 200 ml of water which contains 5.5 g of potassium hydroxide. 2.5 g (71% of theory) of white, fiber-like copolycondensate are obtained. The reactants are Cc1ccc(CN2CCN(C(=O)OC(C)(C)C)CC2)cc1NC(=O)CN(C(=O)OC(C)(C)C)c1ccc(F)c(F)c1, COc1ccc(P2(=S)SP(=S)(c3ccc(OC)cc3)S2)cc1, Cc1ccccc1. The product is Cc1ccc(CN2CCN(C(=O)OC(C)(C)C)CC2)cc1NC(=S)CN(C(=O)OC(C)(C)C)c1ccc(F)c(F)c1. As a reaction SMILES: [C:1]([CH3:2])([CH3:3])([CH3:4])[O:5][C:6](=[O:7])[N:8]1[CH2:9][CH2:10][N:11]([CH2:14][c:15]2[cH:16][c:17]([NH:22][C:23]([CH2:24][N:25]([c:26]3[cH:27][c:28]([F:33])[c:29]([F:32])[cH:30][cH:31]3)[C:34](=[O:35])[O:36][C:37]([CH3:38])([CH3:39])[CH3:40])=[O:41])[c:18]([CH3:21])[cH:19][cH:20]2)[CH2:12][CH2:13]1.[CH3:42][O:43][c:44]1[cH:45][cH:46][c:47]([P:48]2(=[S:51])[S:49][P:50]([c:52]3[cH:53][cH:54][c:55]([O:56][CH3:57])[cH:58][cH:59]3)(=[S:60])[S:61]2)[cH:62][cH:63]1.[CH3:64][c:65]1[cH:66][cH:67][cH:68][cH:69][cH:70]1>>[C:1]([CH3:2])([CH3:3])([CH3:4])[O:5][C:6](=[O:7])[N:8]1[CH2:9][CH2:10][N:11]([CH2:14][c:15]2[cH:16][c:17]([NH:22][C:23]([CH2:24][N:25]([c:26]3[cH:27][c:28]([F:33])[c:29]([F:32])[cH:30][cH:31]3)[C:34](=[O:35])[O:36][C:37]([CH3:38])([CH3:39])[CH3:40])=[S:51])[c:18]([CH3:21])[cH:19][cH:20]2)[CH2:12][CH2:13]1. The reactants are FCC(CC1=CC(=C(C=C1)OC)OC)=O (1-fluoro-3-(3,4-dimethoxyphenyl)-2-propanone), [Cl-].[NH4+] (ammonium chloride), [C-]#N.[Na+] (sodium cyanide). The solvent is N (ammonia). Reaction conditions: time 20 hour. Yields the product NC(C#N)(CC1=CC(=C(C=C1)OC)OC)CF (2-Amino-2-fluoromethyl-3-(3,4-dimethoxyphenyl)propionitrile). As a reaction SMILES: [F:1][CH2:2][C:3](=O)[CH2:4][C:5]1[CH:10]=[CH:9][C:8]([O:11][CH3:12])=[C:7]([O:13][CH3:14])[CH:6]=1.[Cl-].[NH4+:17].[C-:18]#[N:19].[Na+]>N>[NH2:17][C:3]([CH2:2][F:1])([CH2:4][C:5]1[CH:10]=[CH:9][C:8]([O:11][CH3:12])=[C:7]([O:13][CH3:14])[CH:6]=1)[C:18]#[N:19] |f:1.2,3.4|. Procedure details: To a suspension of 1-fluoro-3-(3,4-dimethoxyphenyl)-2-propanone (31.5 g, 0.149 mol) and ammonium chloride (9.57 g, 0.179 mol) in a solution of 28% aqueous ammonia (170 ml) is added sodium cyanide (8.77 g, 0.179 mol). The reaction mixture is stirred at room temperature under nitrogen for 20 hours. The solid which separates is removed by filtration on sintered glass, and then washed with 28% aqueous ammonia (50 ml). The solid is dissolved in ether (1.3 l) and the solution is washed with water, the... The reactants are [OH-].[Na+] (sodium hydroxide), C1(=CC=CC=C1)C(=O)C(=O)C1=CC=CC=C1 (benzil), Cl.NCC(=O)N (glycinamide hydrochloride), Cl (hydrochloric acid), C([O-])(O)=O.[K+] (potassium bicarbonate). Solvent: O (water), CO (methanol), O (water). Conditions: time 3 hour. Yields the product C1(=CC=CC=C1)C=1N=CC(=NC1C1=CC=CC=C1)O (5,6-diphenylpyrazin-2-ol). RXN SMILES: [C:1]1([C:7]([C:9]([C:11]2[CH:16]=[CH:15][CH:14]=[CH:13][CH:12]=2)=O)=O)[CH:6]=[CH:5][CH:4]=[CH:3][CH:2]=1.Cl.[NH2:18][CH2:19][C:20]([NH2:22])=[O:21].[OH-].[Na+].Cl.C(=O)(O)[O-].[K+]>O.CO>[C:1]1([C:7]2[N:18]=[CH:19][C:20]([OH:21])=[N:22][C:9]=2[C:11]2[CH:16]=[CH:15][CH:14]=[CH:13][CH:12]=2)[CH:6]=[CH:5][CH:4]=[CH:3][CH:2]=1 |f:1.2,3.4,6.7|. Procedure details: First, 4.2 g (20 mmol) of benzil, 2.21 g (20 mmol) of glycinamide hydrochloride, and 40 mL of methanol were put into a three-neck flask equipped with a reflux pipe, the air in the flask was replaced with nitrogen, the mixture was refluxed, an aqueous solution of 1.6 g (40 mmol) of sodium hydroxide in 3.2 mL of water was added, and the reflux was continued for 3 hours. Then, stirring was performed until the temperature of the flask was returned to room temperature. After that, 2.5 mL of 12M conce...